From a dataset of the Open Reaction Database (ORD), a public repository of structured organic reaction records. describe an organic reaction: reactants, conditions, products, and yield Starting materials: C(C)(C)[Si](OCC1CCC(CC1)=CC(=O)OC)(C(C)C)C(C)C (Methyl (4-{[(triisopropylsilyl)oxy]methyl}cyclohexylidene)acetate). Reagents/catalysts: [Pd] (palladium on carbon). Solvent: CO (methanol). Conditions: time 3 hour. The product is C(C)(C)[Si](OCC1CCC(CC1)CC(=O)OC)(C(C)C)C(C)C (Methyl 2-[4-(triisopropylsilyloxymethyl)cyclohexyl]acetate). Isolated yield 85.1%. As a reaction SMILES: [CH:1]([Si:4]([CH:21]([CH3:23])[CH3:22])([CH:18]([CH3:20])[CH3:19])[O:5][CH2:6][CH:7]1[CH2:12][CH2:11][C:10](=[CH:13][C:14]([O:16][CH3:17])=[O:15])[CH2:9][CH2:8]1)([CH3:3])[CH3:2]>[Pd].CO>[CH:21]([Si:4]([CH:1]([CH3:3])[CH3:2])([CH:18]([CH3:20])[CH3:19])[O:5][CH2:6][CH:7]1[CH2:8][CH2:9][CH:10]([CH2:13][C:14]([O:16][CH3:17])=[O:15])[CH2:11][CH2:12]1)([CH3:22])[CH3:23]. Procedure details: A mixture of 10.3 g (30.2 mmol) of the unsaturated ester from Step D and 600 mg of 5% palladium on carbon in 150 mL of methanol was stiffed under an atmosphere of hydrogen for 3 h. The catalyst was filtered off and the filtrate concentrated to give 8.8 g (85%) of the title compound as a mixture of cis and trans isomers. 1H NMR (500 MHz, CDCl3) δ 3.68 (s, 3H), 3.57 (d, 0.6H, J=6.7 Hz), 3.39 (d, 1.4H, J=6.2 Hz), 2.32 (d, 0.6H, J=4.4 Hz), 2.21 (d, 1.4H, J=3.9 Hz), 1.82–1.60 (m, 4H), 1.54 (m, 1H), 1... The reactants are C=O (formalin), C(=O)=O (CO2), OS(=O)(=O)O (H2SO4), [OH-].[Na+] (NaOH), mixture, O([Na])C (NaOCH3), CNC (dimethylamine), C(CC(=O)OC)(=O)OC (Dimethyl malonate), BrCC(C)C (1-bromo-2-methyl propane), C(C(C)C)C(C(=O)O)C(=O)O (isobutyl malonic acid). The solvent is O (water), CO (CH3OH), CO (CH3OH), O (water), C(C)(=O)OCC (ethyl acetate), O (water). Product: C(C(C)C)C(C(=O)O)=C (isobutyl acrylic acid). RXN SMILES: O(C)[Na].C(OC)(=O)CC(OC)=O.BrCC(C)C.[OH-].[Na+].[CH2:20]([CH:24]([C:28](O)=O)[C:25]([OH:27])=[O:26])[CH:21]([CH3:23])[CH3:22].CNC.C=O.C(=O)=O.OS(O)(=O)=O>CO.O.C(OCC)(=O)C>[CH2:20]([C:24](=[CH2:28])[C:25]([OH:27])=[O:26])[CH:21]([CH3:23])[CH3:22] |f:3.4|. Procedure: A solution of 860 ml (3.74 mole) of 25% of NaOCH3 in CH3OH and an equal volume of CH3OH is warmed to near reflux. Dimethyl malonate (425 ml, 3.74 mole) is added, followed by 410 ml (3.74 mole) of 1-bromo-2-methyl propane. Heating back to reflux gives a clear yellow solution. Refluxing under N2 for 18 hours gives a slurry. While at reflux a total of 425 ml of 50% NaOH is added plus enough water to dissolve the precipitated salts, for a total reaction volume of 5 liters. The basic (pH=14) mixture ...